This data is from the Open Reaction Database (ORD), a public repository of structured organic reaction records. The task is: describe an organic reaction: reactants, conditions, products, and yield Starting materials: NC1=NN(C(=C1C#N)SC)C (3-amino-4-cyano-1-methyl-5-methylmercaptopyrazole), P(=O)(O)([O-])[O-].[Na+].[Na+] (sodium hydrogen phosphate). The solvent is [OH-].[Na+] (caustic soda). Run at temperature 50 celsius, time 24 hour. The product is NC1=NN(C(=C1)SC)C (3-Amino-1-methyl-5-methylmercaptopyrazole). As a reaction SMILES: [NH2:1][C:2]1[C:6](C#N)=[C:5]([S:9][CH3:10])[N:4]([CH3:11])[N:3]=1.P([O-])([O-])(O)=O.[Na+].[Na+]>[OH-].[Na+]>[NH2:1][C:2]1[CH:6]=[C:5]([S:9][CH3:10])[N:4]([CH3:11])[N:3]=1 |f:1.2.3,4.5|. Procedure details: 5.55 g (33.0 mmol) 3-amino-4-cyano-1-methyl-5-methylmercaptopyrazole heated with 50 ml 32% caustic soda at boiling for 24 hours. The reaction mixture was cooled, made slightly acidic with aqueous sodium hydrogen phosphate, heated for 8 hours at 50° C. and extracted with ethyl acetate. The organic phase was dried over sodium sulfate, concentrated and the residue purified by silica gel chromatography (hexane/ethyl acetate 1:1). Starting materials: CS(=O)(=O)Cl (methanesulfonyl chloride), C(=O)(O)[O-].[Na+] (NaHCO3), CN1C(C2=CC=CC=C2C(=N1)C1=CC(=C(C=C1)Cl)N)=O (2-methyl-4-(3-amino-4-chlorophenyl)-1-(2H)-phthalazinone), Cl (HCl). The solvent is C(Cl)Cl (CH2Cl2), C(Cl)Cl (CH2Cl2), N1=CC=CC=C1 (pyridine). Run at time 8 hour. Product: CN1C(C2=CC=CC=C2C(=N1)C1=CC(=C(C=C1)Cl)NS(=O)(=O)C)=O (2-methyl-4-(3-methylsulfonylamino-4-chlorophenyl)-1-(2H)-phthalazinone). The yield is 78.0%. Reaction SMILES: [CH3:1][N:2]1[N:11]=[C:10]([C:12]2[CH:17]=[CH:16][C:15]([Cl:18])=[C:14]([NH2:19])[CH:13]=2)[C:9]2[C:4](=[CH:5][CH:6]=[CH:7][CH:8]=2)[C:3]1=[O:20].[CH3:21][S:22](Cl)(=[O:24])=[O:23].Cl.C([O-])(O)=O.[Na+]>C(Cl)Cl.N1C=CC=CC=1>[CH3:1][N:2]1[N:11]=[C:10]([C:12]2[CH:17]=[CH:16][C:15]([Cl:18])=[C:14]([NH:19][S:22]([CH3:21])(=[O:24])=[O:23])[CH:13]=2)[C:9]2[C:4](=[CH:5][CH:6]=[CH:7][CH:8]=2)[C:3]1=[O:20] |f:3.4|. Procedure details: To a mixture of 2-methyl-4-(3-amino-4-chlorophenyl)-1-(2H)-phthalazinone (38.72 g, 0.136 mol), CH2Cl2 (380 mL) and pyridine (75 mL) at 0° C. was added methanesulfonyl chloride (15.75 mL) in CH2Cl2 (75 mL). The reaction mixture was stirred overnight, poured into 1N HCl (400 mL) and stirred for 45 minutes. The mixture was filtered and the filtrate layers were separated. The solid thus obtained was treated with saturated NaHCO3, filtered, stirred with hexane, then filtered, stirred with hot methano... Reactants: C(C)(C)(C)OC(=O)N1CCN(CC1)CC1=C(C=C(C=C1F)C1=CC=CC=2N=C(OC21)NC2=CC(=C(C=C2)C(N(CC)CC)=O)C)F (4-{4-[2-(4-diethylcarbamoyl-3-methyl-phenylamino)-benzooxazol-7-yl]-2,6-difluoro-benzyl}-piperazine-1-carboxylic acid tert-butyl ester), FC(C(=O)O)(F)F (trifluoroacetic acid). Run in ClCCl (dichloromethane). Reaction conditions: time 2 hour. Product: FC=1C=C(C=C(C1CN1CCNCC1)F)C1=CC=CC=2N=C(OC21)NC2=CC(=C(C(=O)N(CC)CC)C=C2)C (4-[7-(3,5-Difluoro-4-piperazin-1-ylmethyl-phenyl)-benzooxazol-2-ylamino]-N,N-diethyl-2-methyl-benzamide). Isolated yield 33.5%. RXN SMILES: C(OC([N:8]1[CH2:13][CH2:12][N:11]([CH2:14][C:15]2[C:20]([F:21])=[CH:19][C:18]([C:22]3[C:30]4[O:29][C:28]([NH:31][C:32]5[CH:37]=[CH:36][C:35]([C:38](=[O:44])[N:39]([CH2:42][CH3:43])[CH2:40][CH3:41])=[C:34]([CH3:45])[CH:33]=5)=[N:27][C:26]=4[CH:25]=[CH:24][CH:23]=3)=[CH:17][C:16]=2[F:46])[CH2:10][CH2:9]1)=O)(C)(C)C.FC(F)(F)C(O)=O>ClCCl>[F:21][C:20]1[CH:19]=[C:18]([C:22]2[C:30]3[O:29][C:28]([NH:31][C:32]4[CH:37]=[CH:36][C:35]([C:38]([N:39]([CH2:40][CH3:41])[CH2:42][CH3:43])=[O:44])=[C:34]([CH3:45])[CH:33]=4)=[N:27][C:26]=3[CH:25]=[CH:24][CH:23]=2)[CH:17]=[C:16]([F:46])[C:15]=1[CH2:14][N:11]1[CH2:12][CH2:13][NH:8][CH2:9][CH2:10]1. Procedure: A mixture of 0.146 g (0.224 mmol) 4-{4-[2-(4-diethylcarbamoyl-3-methyl-phenylamino)-benzooxazol-7-yl]-2,6-difluoro-benzyl}-piperazine-1-carboxylic acid tert-butyl ester, 2 ml trifluoroacetic acid and 10 ml dichloromethane is stirred at room temperature for 2 h. Then the reaction mixture is poured on water and extracted 3× with EtOAc. The combined organic layers are washed with water and saturated NaCl solution, dried over MgSO4, filtered and the filtrate is concentrated in vacuo. The residue is ...